From a dataset of the Open Reaction Database (ORD), a public repository of structured organic reaction records. describe an organic reaction: reactants, conditions, products, and yield Reactants: FC(C(=O)OCC)F (ethyl difluoroacetate), C(C)(C)[Mg]Cl.[Cl-].[Li+] (isopropylmagnesium chloride lithium chloride), S1C=NC=C1 (Thiazole). Run in C1CCOC1 (THF), C1CCOC1 (THF), C(C)(=O)OCC (ethyl acetate). Conditions: time 1 hour. Product: FC(C(=O)C=1SC=CN1)F (2,2-difluoro-1-(1,3-thiazol-2-yl)ethanone). Isolated yield 92.0%. As a reaction SMILES: [S:1]1[CH:5]=[CH:4][N:3]=[CH:2]1.C([Mg]Cl)(C)C.[Cl-].[Li+].[F:13][CH:14]([F:20])[C:15](OCC)=[O:16]>C1COCC1.C(OCC)(=O)C>[F:13][CH:14]([F:20])[C:15]([C:2]1[S:1][CH:5]=[CH:4][N:3]=1)=[O:16] |f:1.2.3|. Procedure: This procedure is based on literature, see: Krasovskiy, A.; Krasovskaya, V.; Knochel, P. Angew. Chem. Int. Ed. 2006, 45, 2958. Thiazole (5.7 mL, 80 mmol) in THF (100 mL) was added to a stirred, cooled (0° C.) solution of isopropylmagnesium chloride-lithium chloride (1.18 M in THF, 74.9 mL, 88 mmol) in THF (75 mL) then the mixture was stirred at room temperature for 1 hour. Then the solution was cooled to −20° C. and ethyl difluoroacetate (9.29 ml, 88 mmol) was added. The mixture was stirred for ... Starting materials: CCOC(=O)C1CC(OS(C)(=O)=O)CC1COCc1ccc(OC)cc1, Fc1ccc(S)c(Cl)c1. Product: CCOC(=O)C1CC(Sc2ccc(F)cc2Cl)CC1COCc1ccc(OC)cc1. As a reaction SMILES: [CH2:1]([CH3:2])[O:3][C:4](=[O:5])[CH:6]1[CH:7]([CH2:16][O:17][CH2:18][c:19]2[cH:20][cH:21][c:22]([O:25][CH3:26])[cH:23][cH:24]2)[CH2:8][CH:9]([O:11][S:12]([CH3:13])(=[O:14])=[O:15])[CH2:10]1.[Cl:27][c:28]1[c:29]([SH:35])[cH:30][cH:31][c:32]([F:34])[cH:33]1>>[CH2:1]([CH3:2])[O:3][C:4](=[O:5])[CH:6]1[CH:7]([CH2:16][O:17][CH2:18][c:19]2[cH:20][cH:21][c:22]([O:25][CH3:26])[cH:23][cH:24]2)[CH2:8][CH:9]([S:35][c:29]2[c:28]([Cl:27])[cH:33][c:32]([F:34])[cH:31][cH:30]2)[CH2:10]1.